From a dataset of the Open Reaction Database (ORD), a public repository of structured organic reaction records. describe an organic reaction: reactants, conditions, products, and yield Reactants: CCOC(C)=O, CC(C)C1CCC(N)CC1, Cc1ccc(CCc2cnc(Cl)c3ccccc23)cn1, N, O. The product is Cc1ccc(CCc2cnc(NC3CCC(C(C)C)CC3)c3ccccc23)cn1. As a reaction SMILES: [CH3:33][CH2:34][O:35][C:36]([CH3:37])=[O:38].[CH:1]([CH3:2])([CH3:3])[CH:4]1[CH2:5][CH2:6][CH:7]([NH2:10])[CH2:8][CH2:9]1.[Cl:11][c:12]1[n:13][cH:14][c:15]([CH2:22][CH2:23][c:24]2[cH:25][n:26][c:27]([CH3:30])[cH:28][cH:29]2)[c:16]2[cH:17][cH:18][cH:19][cH:20][c:21]12.[NH3:31].[OH2:32]>>[CH:1]([CH3:2])([CH3:3])[CH:4]1[CH2:5][CH2:6][CH:7]([NH:10][c:12]2[n:13][cH:14][c:15]([CH2:22][CH2:23][c:24]3[cH:25][n:26][c:27]([CH3:30])[cH:28][cH:29]3)[c:16]3[cH:17][cH:18][cH:19][cH:20][c:21]23)[CH2:8][CH2:9]1. Reactants: COC(=O)c1ccc(-c2cc(Cl)c(CC3CCN(C4CCC(O[Si](C(C)C)(C(C)C)C(C)C)CC4)C3=O)c(Cl)c2)cc1, CO, [Na+], [OH-]. The product is CC(C)[Si](OC1CCC(N2CCC(Cc3c(Cl)cc(-c4ccc(C(=O)O)cc4)cc3Cl)C2=O)CC1)(C(C)C)C(C)C. RXN SMILES: [CH3:1][O:2][C:3](=[O:4])[c:5]1[cH:6][cH:7][c:8](-[c:11]2[cH:12][c:13]([Cl:42])[c:14]([CH2:18][CH:19]3[C:20](=[O:41])[N:21]([CH:24]4[CH2:25][CH2:26][CH:27]([O:30][Si:31]([CH:32]([CH3:33])[CH3:34])([CH:35]([CH3:36])[CH3:37])[CH:38]([CH3:39])[CH3:40])[CH2:28][CH2:29]4)[CH2:22][CH2:23]3)[c:15]([Cl:17])[cH:16]2)[cH:9][cH:10]1.[CH3:43][OH:44].[Na+:46].[OH-:45]>>[O:2]=[C:3]([OH:4])[c:5]1[cH:6][cH:7][c:8](-[c:11]2[cH:12][c:13]([Cl:42])[c:14]([CH2:18][CH:19]3[C:20](=[O:41])[N:21]([CH:24]4[CH2:25][CH2:26][CH:27]([O:30][Si:31]([CH:32]([CH3:33])[CH3:34])([CH:35]([CH3:36])[CH3:37])[CH:38]([CH3:39])[CH3:40])[CH2:28][CH2:29]4)[CH2:22][CH2:23]3)[c:15]([Cl:17])[cH:16]2)[cH:9][cH:10]1. The reactants are C[Mg+], [Cl-], CON(C)C(=O)c1cccnc1Cl, C1CCOC1. The product is CC(=O)c1cccnc1Cl. RXN SMILES: [CH3:15][Mg+:16].[Cl-:14].[Cl:1][c:2]1[c:3]([C:4](=[O:5])[N:6]([O:7][CH3:8])[CH3:9])[cH:10][cH:11][cH:12][n:13]1.[O:17]1[CH2:18][CH2:19][CH2:20][CH2:21]1>>[Cl:1][c:2]1[c:3]([C:4](=[O:5])[CH3:15])[cH:10][cH:11][cH:12][n:13]1. Product: CC(C)(C)OC(=O)N1CCCN(c2cnc(C(=O)Nc3cc(C(=O)O)ccc3C(=O)Nc3ccc(Cl)cn3)cn2)CC1. The reactants are COC(=O)c1ccc(C(=O)Nc2ccc(Cl)cn2)c(NC(=O)c2cnc(N3CCCN(C(=O)OC(C)(C)C)CC3)cn2)c1, C1CCOC1, [Li+], [OH-], O. RXN SMILES: [C:1]([CH3:2])([CH3:3])([CH3:4])[O:5][C:6](=[O:7])[N:8]1[CH2:9][CH2:10][N:11]([c:15]2[n:16][cH:17][c:18]([C:21](=[O:22])[NH:23][c:24]3[c:25]([C:26](=[O:27])[NH:28][c:29]4[n:30][cH:31][c:32]([Cl:35])[cH:33][cH:34]4)[cH:36][cH:37][c:38]([C:40](=[O:41])[O:42][CH3:43])[cH:39]3)[n:19][cH:20]2)[CH2:12][CH2:13][CH2:14]1.[CH2:46]1[O:47][CH2:48][CH2:49][CH2:50]1.[Li+:44].[OH-:45].[OH2:51]>>[C:1]([CH3:2])([CH3:3])([CH3:4])[O:5][C:6](=[O:7])[N:8]1[CH2:9][CH2:10][N:11]([c:15]2[n:16][cH:17][c:18]([C:21](=[O:22])[NH:23][c:24]3[c:25]([C:26](=[O:27])[NH:28][c:29]4[n:30][cH:31][c:32]([Cl:35])[cH:33][cH:34]4)[cH:36][cH:37][c:38]([C:40](=[O:41])[OH:42])[cH:39]3)[n:19][cH:20]2)[CH2:12][CH2:13][CH2:14]1. The reactants are ClCCOCC(=O)Cl ((2-chloro-ethoxy)-acetylchloride), NC1=C(C=C(C(=O)OCC)C=C1)F (ethyl 4-amino-3-fluoro-benzoate), C1CCOC1 (THF). Yields the product ClCCON(C1=C(C=C(C(=O)OCC)C=C1)F)C(C)=O (ethyl 4-[(2-chloro-ethoxy)-acetyl-amino]-3-fluoro-benzoate). Reaction SMILES: [Cl:1][CH2:2][CH2:3][O:4]CC(Cl)=O.[NH2:9][C:10]1[CH:20]=[CH:19][C:13]([C:14]([O:16][CH2:17][CH3:18])=[O:15])=[CH:12][C:11]=1[F:21].C1C[O:25][CH2:24][CH2:23]1>>[Cl:1][CH2:2][CH2:3][O:4][N:9]([C:24](=[O:25])[CH3:23])[C:10]1[CH:20]=[CH:19][C:13]([C:14]([O:16][CH2:17][CH3:18])=[O:15])=[CH:12][C:11]=1[F:21]. Procedure: Prepared analogously to Example 46a from (2-chloro-ethoxy)-acetylchloride and ethyl 4-amino-3-fluoro-benzoate with TEA in THF.